This data is from the Open Reaction Database (ORD), a public repository of structured organic reaction records. The task is: describe an organic reaction: reactants, conditions, products, and yield The reactants are C(C)(=O)C=1C=CC2=C(C(=NC(C(N2C)=O)C)C2=C(C=CC=C2)F)C1 (7-acetyl-5-(o-fluorophenyl)-1,3-dihydro-1,3-dimethyl-2H-1,4-benzodiazepin-2-one), Cl.NO (hydroxylamine hydrochloride). Solvent: N1=CC=CC=C1 (pyridine). Product: FC1=C(C=CC=C1)C1=NC(C(N(C2=C1C=C(C=C2)C(C)=NO)C)=O)C (5-(o-fluorophenyl)-1,3-dihydro-7-[1-(hydroxyimino)ethyl]-1,3-dimethyl-2H-1,4-benzodiazepin-2-one). As a reaction SMILES: [C:1]([C:4]1[CH:5]=[CH:6][C:7]2[N:13]([CH3:14])[C:12](=[O:15])[CH:11]([CH3:16])[N:10]=[C:9]([C:17]3[CH:22]=[CH:21][CH:20]=[CH:19][C:18]=3[F:23])[C:8]=2[CH:24]=1)(=O)[CH3:2].Cl.[NH2:26][OH:27]>N1C=CC=CC=1>[F:23][C:18]1[CH:19]=[CH:20][CH:21]=[CH:22][C:17]=1[C:9]1[C:8]2[CH:24]=[C:4]([C:1](=[N:26][OH:27])[CH3:2])[CH:5]=[CH:6][C:7]=2[N:13]([CH3:14])[C:12](=[O:15])[CH:11]([CH3:16])[N:10]=1 |f:1.2|. Procedure: A solution of 4.41 g (13.60 mmol) of 7-acetyl-5-(o-fluorophenyl)-1,3-dihydro-1,3-dimethyl-2H-1,4-benzodiazepin-2-one and 4.41 g (63.46 mmol) of hydroxylamine hydrochloride in 250 ml of pyridine is stirred at room temperature for 19 hours, subsequently poured on to ice and extracted with chloroform. The organic extracts are washed successively with 2 N hydrochloric acid and water, dried and evaporated. After chromatography of the residue on 250 g of silica gel using chloroform/ethanol (98:2) as t... The reactants are C(CCCCCCCC)C1=CC=C(N)C=C1 (p-nonyl aniline), C(C)(=O)C1=CC=CC=C1 (acetophenone), C1(=CC=CC=C1)C (toluene), N1=CC=CC=C1 (pyridine). Solvent: O (water). The product is CC(C1=CC=CC=C1)=NC1=CC=C(C=C1)CCCCCCCCC (N-(α-methyl benzylidene)-p-nonyl aniline). As a reaction SMILES: [CH2:1]([C:10]1[CH:16]=[CH:15][C:13]([NH2:14])=[CH:12][CH:11]=1)[CH2:2][CH2:3][CH2:4][CH2:5][CH2:6][CH2:7][CH2:8][CH3:9].[C:17]([C:20]1[CH:25]=[CH:24][CH:23]=[CH:22][CH:21]=1)(=O)[CH3:18].C1(C)C=CC=CC=1.N1C=CC=CC=1>O>[CH3:18][C:17](=[N:14][C:13]1[CH:12]=[CH:11][C:10]([CH2:1][CH2:2][CH2:3][CH2:4][CH2:5][CH2:6][CH2:7][CH2:8][CH3:9])=[CH:16][CH:15]=1)[C:20]1[CH:25]=[CH:24][CH:23]=[CH:22][CH:21]=1. Procedure: Nonyl benzene was prepared by alkylating benzene with mixed propylene trimer using Friedel Crafts reaction. Nonyl benzene was nitrated and reduced to give p-nonyl aniline. A solution of p-nonyl aniline (30 g), acetophenone (60 g), toluene (200 ml) and pyridine (20 ml) was refluxed with continuous removal pf water. N-(α-methyl benzylidene)-p-nonyl aniline (III) was obtained by fractional distillation. III had a boiling point of 194° C. at 0.05 millimeter. Reactants: CN(C)C=O, C(=NC1CCCCC1)=NC1CCCCC1, NN1CCNC(=O)C1=O, Oc1cccc2[nH]nnc12, O=C(O)c1cc(OCc2ccccc2)c(OCc2ccccc2)cn1. Product: O=C1NCCN(NC(=O)c2cc(OCc3ccccc3)c(OCc3ccccc3)cn2)C1=O. Reaction SMILES: [CH3:60][N:61]([CH3:62])[CH:63]=[O:64].[CH:45]1([N:46]=[C:47]=[N:48][CH:49]2[CH2:50][CH2:51][CH2:52][CH2:53][CH2:54]2)[CH2:55][CH2:56][CH2:57][CH2:58][CH2:59]1.[NH2:36][N:37]1[C:38](=[O:44])[C:39](=[O:43])[NH:40][CH2:41][CH2:42]1.[OH:26][c:27]1[c:28]2[n:29][n:30][nH:31][c:32]2[cH:33][cH:34][cH:35]1.[c:1]1([CH2:7][O:8][c:9]2[cH:10][c:11]([C:23](=[O:24])[OH:25])[n:12][cH:13][c:14]2[O:15][CH2:16][c:17]2[cH:18][cH:19][cH:20][cH:21][cH:22]2)[cH:2][cH:3][cH:4][cH:5][cH:6]1>>[c:1]1([CH2:7][O:8][c:9]2[cH:10][c:11]([C:23](=[O:25])[NH:36][N:37]3[C:38](=[O:44])[C:39](=[O:43])[NH:40][CH2:41][CH2:42]3)[n:12][cH:13][c:14]2[O:15][CH2:16][c:17]2[cH:18][cH:19][cH:20][cH:21][cH:22]2)[cH:2][cH:3][cH:4][cH:5][cH:6]1. The product is C(C)(C)(C)OC(NC1=C(C=CC=C1)NC(\C=C\C1=CN(C=C1)S(=O)(=O)C1=CC=C(C=C1)C1=CC=CC=C1)=O)=O ((2-{(E)-3-[1-(Biphenyl-4-sulfonyl)-1H-pyrrol-3-yl]-allanoylamino}-phenyl)-carbamic acid tert-butyl ester). As a reaction SMILES: [C:1]1([C:20]2[CH:25]=[CH:24][CH:23]=[CH:22][CH:21]=2)[CH:6]=[CH:5][C:4]([S:7]([N:10]2[CH:14]=[CH:13][C:12](/[CH:15]=[CH:16]/[C:17](O)=[O:18])=[CH:11]2)(=[O:9])=[O:8])=[CH:3][CH:2]=1.C1C=CC2N(O)N=NC=2C=1.Cl.[C:37]([NH:44][C:45]1[CH:50]=[CH:49][CH:48]=[CH:47][C:46]=1[NH2:51])([O:39][C:40]([CH3:43])([CH3:42])[CH3:41])=[O:38]>C(Cl)CCl.CN(C=O)C.C(N(CC)CC)C.O>[C:40]([O:39][C:37](=[O:38])[NH:44][C:45]1[CH:50]=[CH:49][CH:48]=[CH:47][C:46]=1[NH:51][C:17](=[O:18])/[CH:16]=[CH:15]/[C:12]1[CH:13]=[CH:14][N:10]([S:7]([C:4]2[CH:5]=[CH:6][C:1]([C:20]3[CH:21]=[CH:22][CH:23]=[CH:24][CH:25]=3)=[CH:2][CH:3]=2)(=[O:9])=[O:8])[CH:11]=1)([CH3:43])([CH3:42])[CH3:41]. Solvent: C(C)N(CC)CC (triethylamine), O (H2O), CN(C)C=O (DMF), C(CCl)Cl (EDC). Reactants: C1(=CC=C(C=C1)S(=O)(=O)N1C=C(C=C1)/C=C/C(=O)O)C1=CC=CC=C1 ((E)-3-[1-(biphenyl-4-sulfonyl)-1H-pyrrol-3-yl]-acrylic acid), C(=O)(OC(C)(C)C)NC1=C(C=CC=C1)N (N—BOC-1,2-phenylenediamine), Cl (HCl), C1(=CC=C(C=C1)S(=O)(=O)N1C=C(C=C1)/C=C/C(=O)O)C1=CC=CC=C1 ((E)-3-[1-(biphenyl-4-sulfonyl)-1H-pyrrol-3-yl]-acrylic acid), C=1C=CC2=C(C1)N=NN2O (HOBt). Procedure details: Starting materials: (E)-3-[1-(biphenyl-4-sulfonyl)-1H-pyrrol-3-yl)-acrylic acid (compound B2) (0.300 g), HOBt?H2O (0.130 g), triethylamine (668 μl), DMF (20 ml), EDC?HCl (0.508 g), N—BOC-1,2-phenylenediamine (0.176 g). Reaction conditions: room temperature, 1 hour; room temperature, 17 hours. Procedure details: Following general procedure B followed by either C or D, starting from 1-[4-(2-methyl-[1,3]dioxolan-2-yl)-butyl]-1H-pyrazol-4-ylamine and 5-(4-chloro-phenyl)-2-methyl-oxazole-4-carboxylic acid. LC-MS-conditions 01: tR=0.99 min; [M+H]+=401.13. The product is O=C(CCCCN1N=CC(=C1)NC(=O)C=1N=C(OC1C1=CC=C(C=C1)Cl)C)C (5-(4-Chloro-phenyl)-2-methyl-oxazole-4-carboxylic acid [1-(5-oxo-hexyl)-1H-pyrazol-4-yl]-amide). RXN SMILES: [CH3:1][C:2]1([CH2:7][CH2:8][CH2:9][CH2:10][N:11]2[CH:15]=[C:14]([NH2:16])[CH:13]=[N:12]2)[O:6]CCO1.[Cl:17][C:18]1[CH:23]=[CH:22][C:21]([C:24]2[O:28][C:27]([CH3:29])=[N:26][C:25]=2[C:30](O)=[O:31])=[CH:20][CH:19]=1>>[O:6]=[C:2]([CH3:1])[CH2:7][CH2:8][CH2:9][CH2:10][N:11]1[CH:15]=[C:14]([NH:16][C:30]([C:25]2[N:26]=[C:27]([CH3:29])[O:28][C:24]=2[C:21]2[CH:22]=[CH:23][C:18]([Cl:17])=[CH:19][CH:20]=2)=[O:31])[CH:13]=[N:12]1. The reactants are CC1(OCCO1)CCCCN1N=CC(=C1)N (1-[4-(2-methyl-[1,3]dioxolan-2-yl)-butyl]-1H-pyrazol-4-ylamine), ClC1=CC=C(C=C1)C1=C(N=C(O1)C)C(=O)O (5-(4-chloro-phenyl)-2-methyl-oxazole-4-carboxylic acid).